Dataset: the Open Reaction Database (ORD), a public repository of structured organic reaction records. Task: describe an organic reaction: reactants, conditions, products, and yield Starting materials: C1CCOC1, Cc1cc(-c2ccc(C(F)(F)F)cc2)cc(-c2cccc(-c3cccc(S(=O)(=O)Cl)c3)n2)n1, CCOC(C)=O, c1cnc(OC2CCNCC2)nc1. Product: Cc1cc(-c2ccc(C(F)(F)F)cc2)cc(-c2cccc(-c3cccc(S(=O)(=O)N4CCC(Oc5ncccn5)CC4)c3)n2)n1. Reaction SMILES: [CH2:47]1[O:48][CH2:49][CH2:50][CH2:51]1.[CH3:1][c:2]1[cH:3][c:4](-[c:24]2[cH:25][cH:26][c:27]([C:30]([F:31])([F:32])[F:33])[cH:28][cH:29]2)[cH:5][c:6](-[c:8]2[n:9][c:10](-[c:14]3[cH:15][c:16]([S:20](=[O:21])(=[O:22])[Cl:23])[cH:17][cH:18][cH:19]3)[cH:11][cH:12][cH:13]2)[n:7]1.[CH3:52][CH2:53][O:54][C:55]([CH3:56])=[O:57].[NH:34]1[CH2:35][CH2:36][CH:37]([O:40][c:41]2[n:42][cH:43][cH:44][cH:45][n:46]2)[CH2:38][CH2:39]1>>[CH3:1][c:2]1[cH:3][c:4](-[c:24]2[cH:25][cH:26][c:27]([C:30]([F:31])([F:32])[F:33])[cH:28][cH:29]2)[cH:5][c:6](-[c:8]2[n:9][c:10](-[c:14]3[cH:15][c:16]([S:20](=[O:21])(=[O:22])[N:34]4[CH2:35][CH2:36][CH:37]([O:40][c:41]5[n:42][cH:43][cH:44][cH:45][n:46]5)[CH2:38][CH2:39]4)[cH:17][cH:18][cH:19]3)[cH:11][cH:12][cH:13]2)[n:7]1.